From a dataset of the Open Reaction Database (ORD), a public repository of structured organic reaction records. describe an organic reaction: reactants, conditions, products, and yield Starting materials: 3, OC=1C(=NC=CC1)C(=O)O (hydroxypicolinic acid), CN(C=O)C (N,N-dimethylformamide), C(C)C(CC)=NO (diethyl ketone oxime), S(=O)(Cl)Cl (thionyl chloride). The solvent is C(Cl)(Cl)Cl (chloroform), C(Cl)(Cl)Cl (chloroform), O (water), N1=CC=CC=C1 (pyridine). Run at temperature 0 celsius, time 30 minute. The product is OC=1C(=NC=CC1)C(=O)ON=C(CC)CC (3-pentylidenamino 3-hydroxypicolinate). As a reaction SMILES: [OH:1][C:2]1[C:3]([C:8]([OH:10])=[O:9])=[N:4][CH:5]=[CH:6][CH:7]=1.CN(C)C=O.S(Cl)(Cl)=O.[CH2:20]([C:22](=[N:25]O)[CH2:23][CH3:24])[CH3:21]>C(Cl)(Cl)Cl.O.N1C=CC=CC=1>[OH:1][C:2]1[C:3]([C:8]([O:10][N:25]=[C:22]([CH2:23][CH3:24])[CH2:20][CH3:21])=[O:9])=[N:4][CH:5]=[CH:6][CH:7]=1. Reported procedure: To 7.0 g of 3 hydroxypicolinic acid, 10 ml of N,N-dimethylformamide was added, and then 5.9 g of thionyl chloride was dropwise added thereto at a temperature of at most 10° C. The mixture was stirred at 0° C. for 30 minutes. To the reaction solution, 30 ml of chloroform was added, and the mixture was further stirred at 0° C. for 15 minutes. Then, a solution prepared by dissolving 5.0 g of diethyl ketone oxime in 50 ml of chloroform was dropwise added thereto at 0° C., and the mixture was stirred... Starting materials: Br, Cc1ccnc(N)c1, [Na+], [Na+], O=C([O-])[O-], OO. Product: Cc1cc(N)ncc1Br. RXN SMILES: [BrH:17].[NH2:1][c:2]1[n:3][cH:4][cH:5][c:6]([CH3:8])[cH:7]1.[Na+:11].[Na+:12].[O-:13][C:14](=[O:15])[O-:16].[OH:9][OH:10]>>[NH2:1][c:2]1[n:3][cH:4][c:5]([Br:17])[c:6]([CH3:8])[cH:7]1. The reactants are Cl.N(N)C1=CC=C(C=C1)C=1CCC(NN1)=O (6-(4-hydrazinophenyl)-2,3,4,5-tetrahydropyridazin-3-one hydrochloride), CC(C(=O)C1=CC=CC=C1)C (α-methylpropiophenone). The solvent is C(C)(=O)O (acetic acid). Yields the product C1(=CC=CC=C1)C1=NC2=CC=C(C=C2C1(C)C)C=1CCC(NN1)=O (2-Phenyl-3,3-dimethyl-5-(3-oxo-2,3,4,5-tetrahydro-6-pyridazinyl)-3H-indole). Reaction SMILES: Cl.[NH:2]([C:4]1[CH:9]=[CH:8][C:7]([C:10]2[CH2:11][CH2:12][C:13](=[O:16])[NH:14][N:15]=2)=[CH:6][CH:5]=1)N.[CH3:17][CH:18]([CH3:27])[C:19]([C:21]1[CH:26]=[CH:25][CH:24]=[CH:23][CH:22]=1)=O>C(O)(=O)C>[C:21]1([C:19]2[C:18]([CH3:27])([CH3:17])[C:9]3[C:4](=[CH:5][CH:6]=[C:7]([C:10]4[CH2:11][CH2:12][C:13](=[O:16])[NH:14][N:15]=4)[CH:8]=3)[N:2]=2)[CH:26]=[CH:25][CH:24]=[CH:23][CH:22]=1 |f:0.1|. Reported procedure: 3 g. (12.5 mMole) 6-(4-hydrazinophenyl)-2,3,4,5-tetrahydropyridazin-3-one hydrochloride, 2.4 g. (16.2 mMole) α-methylpropiophenone and 40 ml. glacial acetic acid were stirred for 8 hours at 100° C. under an atmosphere of nitrogen. The glacial acetic acid was subsequently distilled off and the residue suspended in water, neutralised and filtered with suction. After recrystallisation from ethanol, there was obtained 1.6 g. (40% of theory) of the title compound; m.p. 200°-201° C. Starting materials: C(C)OC(=O)C=1NC2=CC=C(C=C2C1C)F (5-fluoro-3-methyl-1H-indole-2-carboxylic acid ethyl ester), BrCC1=CC=CC2=CC=CC=C12 (1-bromomethyl-naphthalene). Yields the product FC=1C=C2C(=C(N(C2=CC1)CC1=CC=CC2=CC=CC=C12)C(=O)O)C (5-Fluoro-3-methyl-1-naphthalen-1-ylmethyl-1H-indole-2-carboxylic acid). As a reaction SMILES: C([O:3][C:4]([C:6]1[NH:7][C:8]2[C:13]([C:14]=1[CH3:15])=[CH:12][C:11]([F:16])=[CH:10][CH:9]=2)=[O:5])C.Br[CH2:18][C:19]1[C:28]2[C:23](=[CH:24][CH:25]=[CH:26][CH:27]=2)[CH:22]=[CH:21][CH:20]=1>>[F:16][C:11]1[CH:12]=[C:13]2[C:8](=[CH:9][CH:10]=1)[N:7]([CH2:18][C:19]1[C:28]3[C:23](=[CH:24][CH:25]=[CH:26][CH:27]=3)[CH:22]=[CH:21][CH:20]=1)[C:6]([C:4]([OH:3])=[O:5])=[C:14]2[CH3:15]. Reported procedure: Using general procedure B, 5-fluoro-3-methyl-1H-indole-2-carboxylic acid ethyl ester was coupled with 1-bromomethyl-naphthalene and the product obtained was hydrolyzed to give the title compound as a white solid. MS: 332.1 ([M−H]−). The reactants are [BH4-], O=C1CCc2ccccc2C1, CO, CC(C)[O-], CC(C)[O-], CC(C)[O-], CC(C)[O-], CN1CCN(CCCN)CC1, [Na+], [Ti+4]. The product is CN1CCN(CCCNC2CCc3ccccc3C2)CC1. RXN SMILES: [BH4-:23].[CH2:1]1[C:2](=[O:11])[CH2:3][CH2:4][c:5]2[cH:6][cH:7][cH:8][cH:9][c:10]21.[CH3:25][OH:26].[CH3:27][CH:28]([CH3:29])[O-:30].[CH3:32][CH:33]([CH3:34])[O-:35].[CH3:36][CH:37]([CH3:38])[O-:39].[CH3:40][CH:41]([CH3:42])[O-:43].[NH2:12][CH2:13][CH2:14][CH2:15][N:16]1[CH2:17][CH2:18][N:19]([CH3:22])[CH2:20][CH2:21]1.[Na+:24].[Ti+4:31]>>[CH2:1]1[CH:2]([NH:12][CH2:13][CH2:14][CH2:15][N:16]2[CH2:17][CH2:18][N:19]([CH3:22])[CH2:20][CH2:21]2)[CH2:3][CH2:4][c:5]2[cH:6][cH:7][cH:8][cH:9][c:10]21.